From a dataset of the Open Reaction Database (ORD), a public repository of structured organic reaction records. describe an organic reaction: reactants, conditions, products, and yield Starting materials: ClC=1C=C(C=CC1)C1=CC=C(C=C1)CN(NC(=O)C1=CC(=NO1)O)C[C@H](C(=O)O)O ((R)-3-[N-(3′-Chlorobiphenyl-4-ylmethyl)-N′-(3-hydroxy-isoxazole-5-carbonyl)-hydrazino]-2-hydroxy-propionic acid), C(CC)O (1-propanol), Cl (HCl), O1CCOCC1 (dioxane). Yields the product C(CCC)OC([C@@H](CN(NC(=O)C1=CC(=NO1)O)CC1=CC=C(C=C1)C1=CC(=CC=C1)Cl)O)=O ((R)-3-[N-(3′-Chlorobiphenyl-4-ylmethyl)-N′-(3-hydroxyisoxazole-5-carbonyl)-hydrazino]-2-hydroxypropionic Acid Butyl Ester). Yield: 88.1%. Reaction SMILES: [Cl:1][C:2]1[CH:3]=[C:4]([C:8]2[CH:13]=[CH:12][C:11]([CH2:14][N:15]([CH2:25][C@@H:26]([OH:30])[C:27]([OH:29])=[O:28])[NH:16][C:17]([C:19]3[O:23][N:22]=[C:21]([OH:24])[CH:20]=3)=[O:18])=[CH:10][CH:9]=2)[CH:5]=[CH:6][CH:7]=1.[CH2:31](O)[CH2:32][CH3:33].Cl.O1CCOC[CH2:37]1>>[CH2:33]([O:28][C:27](=[O:29])[C@H:26]([OH:30])[CH2:25][N:15]([CH2:14][C:11]1[CH:10]=[CH:9][C:8]([C:4]2[CH:5]=[CH:6][CH:7]=[C:2]([Cl:1])[CH:3]=2)=[CH:13][CH:12]=1)[NH:16][C:17]([C:19]1[O:23][N:22]=[C:21]([OH:24])[CH:20]=1)=[O:18])[CH2:32][CH2:31][CH3:37]. Reported procedure: (R)-3-[N-(3′-Chlorobiphenyl-4-ylmethyl)-N′-(3-hydroxy-isoxazole-5-carbonyl)-hydrazino]-2-hydroxy-propionic acid (60 mg, 0.1 mmol) was dissolved in 1-propanol (4 mL, 50 mmol) and 4 M HCl in dioxane (700 mL, 3 mmol) was added. The mixture was stirred at room temperature until the reaction was complete (˜3 hours), then evaporated under reduced pressure and purified (Interchim reverse phase chromatography column, 30-95% MeCN in water with 5% TFA). The clean fractions were combined and lyophilized, t... The reactants are Cc1ccc(C(O)(C(=O)O)c2ccc(C)cc2)cc1, CC[O-], CI, CCO, [Na+], [Na], O. The product is COC(=O)C(O)(c1ccc(C)cc1)c1ccc(C)cc1. As a reaction SMILES: [CH3:1][c:2]1[cH:3][cH:4][c:5]([C:6]([C:7](=[O:8])[OH:9])([OH:10])[c:11]2[cH:12][cH:13][c:14]([CH3:17])[cH:15][cH:16]2)[cH:18][cH:19]1.[CH3:21][CH2:22][O-:23].[CH3:25][I:26].[CH3:27][CH2:28][OH:29].[Na+:20].[Na:24].[OH2:30]>>[CH3:1][c:2]1[cH:3][cH:4][c:5]([C:6]([C:7](=[O:8])[O:9][CH3:21])([OH:10])[c:11]2[cH:12][cH:13][c:14]([CH3:17])[cH:15][cH:16]2)[cH:18][cH:19]1. Reactants: CN(C1=NN2C(C=CC=C2)=C1)C (2-dimethylaminopyrazolo[1,5-a]pyridine), S(O)(O)(=O)=O (sulfuric acid), C(C)(=O)OC(C)=O (acetic anhydride), C([O-])([O-])=O.[K+].[K+] (potassium carbonate), ice water. Product: C(C)(=O)C=1C(=NN2C1C=CC=C2)N(C)C (3-acetyl-2-dimethylaminopyrazolo[1,5-a]pyridine). As a reaction SMILES: [CH3:1][N:2]([CH3:12])[C:3]1[CH:11]=[C:6]2[CH:7]=[CH:8][CH:9]=[CH:10][N:5]2[N:4]=1.S(=O)(=O)(O)O.C(=O)([O-])[O-].[K+].[K+].[C:24](OC(=O)C)(=[O:26])[CH3:25]>>[C:24]([C:11]1[C:3]([N:2]([CH3:12])[CH3:1])=[N:4][N:5]2[CH:10]=[CH:9][CH:8]=[CH:7][C:6]=12)(=[O:26])[CH3:25] |f:2.3.4|. Reported procedure: A mixture of 2.3g of 2-dimethylaminopyrazolo[1,5-a]pyridine and 30 ml of acetic anhydride in the presence of concentrated sulfuric acid was refluxed for 2.5 hr. After cooling, the mixture was poured into ice water. The solution was neutralized with potassium carbonate and extracted with chloroform. The chloroform solution was dried over sodium sulfate and concentrated. The residue was column chromatographed over alumina to purify the objective product. Recrystallization from n-hexane gave colorl... Reactants: NC1=CC=C2C(=N1)C(=CN2)C=2CCN(CC2)CCC2=CC=CC=C2 (5-amino-3-(1-(2-phenyleth-1-yl)-1,2,3,6-tetrahydropyridin-4-yl)pyrrolo[3,2-b]pyridine), O1C=C(C=C1)C(=O)Cl (3-furoyl chloride). Product: O1C=C(C=C1)C(=O)NC1=CC=C2C(=N1)C(=CN2)C=2CCN(CC2)CCC2=CC=CC=C2 (5-(N-[3-furoyl]amino)-3-(1-(2-phenyleth-1-yl)-1,2,3,6-tetrahydropyridin-4-yl)pyrrolo[3,2-b]pyridine). As a reaction SMILES: [NH2:1][C:2]1[N:7]=[C:6]2[C:8]([C:11]3[CH2:12][CH2:13][N:14]([CH2:17][CH2:18][C:19]4[CH:24]=[CH:23][CH:22]=[CH:21][CH:20]=4)[CH2:15][CH:16]=3)=[CH:9][NH:10][C:5]2=[CH:4][CH:3]=1.[O:25]1[CH:29]=[CH:28][C:27]([C:30](Cl)=[O:31])=[CH:26]1>>[O:25]1[CH:29]=[CH:28][C:27]([C:30]([NH:1][C:2]2[N:7]=[C:6]3[C:8]([C:11]4[CH2:12][CH2:13][N:14]([CH2:17][CH2:18][C:19]5[CH:20]=[CH:21][CH:22]=[CH:23][CH:24]=5)[CH2:15][CH:16]=4)=[CH:9][NH:10][C:5]3=[CH:4][CH:3]=2)=[O:31])=[CH:26]1. Procedure details: Beginning with 0.015 gm (0.047 mMol) 5-amino-3-(1-(2-phenyleth-1-yl)-1,2,3,6-tetrahydropyridin-4-yl)pyrrolo[3,2-b]pyridine and 0.008 mL (0.061 mMol) 3-furoyl chloride, the title compound was prepared essentially by the procedure described in Example 7. Starting materials: NN1C=NC2=CC=C(C=C2C1(C1=C(C=CC=C1)Cl)O)[N+](=O)[O-] (3-amino-6-nitro-3,4-dihydro-4-hydroxy-4-(o-chlorophenyl)quinazoline), C1(C=2C(C(N1CC(=O)Cl)=O)=CC=CC2)=O (α-phthalimidoacetyl chloride). Solvent: N1=CC=CC=C1 (pyridine). The product is ClC1=C(C(=O)C2=C(C=CC(=C2)[N+](=O)[O-])N(C(CN2C(C3=CC=CC=C3C2=O)=O)=O)C=NNC(CN2C(C3=CC=CC=C3C2=O)=O)=O)C=CC=C1 (1,3-dioxo-2-isoindolineacetic acid, [[N-[2-(o-chlorobenzoyl)-4-nitrophenyl]-1,3-dioxo-2-isoindolineacetamido]methylene]hydrazide). As a reaction SMILES: [NH2:1][N:2]1[C:11]([OH:19])([C:12]2[CH:17]=[CH:16][CH:15]=[CH:14][C:13]=2[Cl:18])[C:10]2[C:5](=[CH:6][CH:7]=[C:8]([N+:20]([O-:22])=[O:21])[CH:9]=2)[N:4]=[CH:3]1.[C:23]1(=[O:37])[N:27]([CH2:28][C:29](Cl)=[O:30])[C:26](=[O:32])[C:25]2=[CH:33][CH:34]=[CH:35][CH:36]=[C:24]12>N1C=CC=CC=1>[Cl:18][C:13]1[CH:14]=[CH:15][CH:16]=[CH:17][C:12]=1[C:11]([C:10]1[CH:9]=[C:8]([N+:20]([O-:22])=[O:21])[CH:7]=[CH:6][C:5]=1[N:4]([CH:3]=[N:2][NH:1][C:29](=[O:30])[CH2:28][N:27]1[C:23](=[O:37])[C:24]2[C:25](=[CH:33][CH:34]=[CH:35][CH:36]=2)[C:26]1=[O:32])[C:29](=[O:30])[CH2:28][N:27]1[C:26](=[O:32])[C:25]2[C:24](=[CH:36][CH:35]=[CH:34][CH:33]=2)[C:23]1=[O:37])=[O:19]. Reported procedure: In the manner given in Example 1, 3-amino-6-nitro-3,4-dihydro-4-hydroxy-4-(o-chlorophenyl)quinazoline with pyridine is reacted with α-phthalimidoacetyl chloride to give 1,3-dioxo-2-isoindolineacetic acid, [[N-[2-(o-chlorobenzoyl)-4-nitrophenyl]-1,3-dioxo-2-isoindolineacetamido]methylene]hydrazide.